This data is from the Open Reaction Database (ORD), a public repository of structured organic reaction records. The task is: describe an organic reaction: reactants, conditions, products, and yield Starting materials: NC1=NC=CC=C1OCCCC(=O)OCC (Ethyl 4-(2-Aminopyrid-3-yloxy)butyrate), C(CCCCCCCCCCC(=O)[O-])(=O)OC (Dodecanedioic acid, mono methyl ester). The product is C(=O)(OC)CCCCCCCCCCC(=O)NC1=NC=CC=C1OCCCC(=O)OCC (Ethyl 4-(2-(11-Carbomethoxyundecanoylamino) pyrid-3-yloxy)butyrate). Reaction SMILES: [NH2:1][C:2]1[C:7]([O:8][CH2:9][CH2:10][CH2:11][C:12]([O:14][CH2:15][CH3:16])=[O:13])=[CH:6][CH:5]=[CH:4][N:3]=1.[C:17]([O:32][CH3:33])(=[O:31])[CH2:18][CH2:19][CH2:20][CH2:21][CH2:22][CH2:23][CH2:24][CH2:25][CH2:26][CH2:27][C:28]([O-])=[O:29]>>[C:17]([CH2:18][CH2:19][CH2:20][CH2:21][CH2:22][CH2:23][CH2:24][CH2:25][CH2:26][CH2:27][C:28]([NH:1][C:2]1[C:7]([O:8][CH2:9][CH2:10][CH2:11][C:12]([O:14][CH2:15][CH3:16])=[O:13])=[CH:6][CH:5]=[CH:4][N:3]=1)=[O:29])([O:32][CH3:33])=[O:31]. Reported procedure: When (41) and (7) are reacted as per the procedure of step (E), above, the title compound (42) is obtained. Hydrolysis will yield the corresponding di-acid (4-(2-(11- Carboxyundecanoylamino)pyrid-3-yloxy)butyric acid (43).